The task is: describe an organic reaction: reactants, conditions, products, and yield. This data is from the Open Reaction Database (ORD), a public repository of structured organic reaction records. Reactants: O=C(O)c1cccc(Cl)c1, Cc1nc(C(=O)N2CC3CC3C2CN)c(-c2cccc(Cl)c2)s1. The product is Cc1nc(C(=O)N2CC3CC3C2CNC(=O)c2cccc(Cl)c2)c(-c2cccc(Cl)c2)s1. As a reaction SMILES: [Cl:24][c:25]1[cH:26][c:27]([C:28](=[O:29])[OH:30])[cH:31][cH:32][cH:33]1.[NH2:1][CH2:2][CH:3]1[CH:4]2[CH2:5][CH:6]2[CH2:7][N:8]1[C:9](=[O:10])[c:11]1[n:12][c:13]([CH3:23])[s:14][c:15]1-[c:16]1[cH:17][c:18]([Cl:22])[cH:19][cH:20][cH:21]1>>[NH:1]([CH2:2][CH:3]1[CH:4]2[CH2:5][CH:6]2[CH2:7][N:8]1[C:9](=[O:10])[c:11]1[n:12][c:13]([CH3:23])[s:14][c:15]1-[c:16]1[cH:17][c:18]([Cl:22])[cH:19][cH:20][cH:21]1)[C:28]([c:27]1[cH:26][c:25]([Cl:24])[cH:33][cH:32][cH:31]1)=[O:29]. The reactants are [OH-].[Na+] (sodium hydroxide), O1C(=NC2=C1C=CC=C2)/C=C/CC(C(C)N(C(=O)CC(C(CC(=O)OCC)C(=O)OCC)C(=O)OCC)CC2=CC1=CC=CC=C1C=C2)C2=CC1=C(C=C2)OCO1 (triethyl 4-[N-{(1RS,2RS,4E)-5-(2-benzoxazolyl)-1-methyl-2-(3,4-methylenedioxyphenyl)-4-pentenyl}-N-(2-naphthylmethyl)carbamoyl]-1,2,3-butanetricarboxylate), Cl (hydrochloric acid). Run in C(C)(=O)OCC (ethyl acetate), O1CCCC1 (tetrahydrofuran). Conditions: time 8 hour. The product is O1C(=NC2=C1C=CC=C2)/C=C/CC(C(C)N(C(=O)CC(C(CC(=O)O)C(=O)O)C(=O)O)CC2=CC1=CC=CC=C1C=C2)C2=CC1=C(C=C2)OCO1 (4-[N-{(1RS,2RS,4E)-5-(2-benzoxazolyl)-1-methyl-2-(3,4-methylenedioxyphenyl)-4-pentenyl}-N-(2-naphthylmethyl)carbamoyl]-1,2,3-butanetricarboxylic Acid). Isolated yield 52.0%. RXN SMILES: [O:1]1[C:5]2[CH:6]=[CH:7][CH:8]=[CH:9][C:4]=2[N:3]=[C:2]1/[CH:10]=[CH:11]/[CH2:12][CH:13]([C:49]1[CH:54]=[CH:53][C:52]2[O:55][CH2:56][O:57][C:51]=2[CH:50]=1)[CH:14]([N:16]([CH2:38][C:39]1[CH:48]=[CH:47][C:46]2[C:41](=[CH:42][CH:43]=[CH:44][CH:45]=2)[CH:40]=1)[C:17]([CH2:19][CH:20]([C:33]([O:35]CC)=[O:34])[CH:21]([C:28]([O:30]CC)=[O:29])[CH2:22][C:23]([O:25]CC)=[O:24])=[O:18])[CH3:15].[OH-].[Na+].Cl>O1CCCC1.C(OCC)(=O)C>[O:1]1[C:5]2[CH:6]=[CH:7][CH:8]=[CH:9][C:4]=2[N:3]=[C:2]1/[CH:10]=[CH:11]/[CH2:12][CH:13]([C:49]1[CH:54]=[CH:53][C:52]2[O:55][CH2:56][O:57][C:51]=2[CH:50]=1)[CH:14]([N:16]([CH2:38][C:39]1[CH:48]=[CH:47][C:46]2[C:41](=[CH:42][CH:43]=[CH:44][CH:45]=2)[CH:40]=1)[C:17]([CH2:19][CH:20]([C:33]([OH:35])=[O:34])[CH:21]([C:28]([OH:30])=[O:29])[CH2:22][C:23]([OH:25])=[O:24])=[O:18])[CH3:15] |f:1.2|. Procedure: The N-acylated compound obtained in the above step (1) was treated in the same manner as in Example 27 to obtain triethyl 4-[N-{(1RS,2RS,4E)-5-(2-benzoxazolyl)-1-methyl-2-(3,4-methylenedioxyphenyl)-4-pentenyl}-N-(2-naphthylmethyl)carbamoyl]-1,2,3-butanetricarboxylate. The obtained ester was dissolved in 1 ml of tetrahydrofuran, and then 0.5 ml of a 3N sodium hydroxide aqueous solution was added thereto. The mixture was left to stand at room temperature overnight. The reaction solution was dilute... Reactants: CC(C)c1ccc(S(=O)(=O)Cl)nc1, Cl, Cl, Nc1nc(-c2cccc([N+](=O)[O-])c2)cs1, c1ccncc1. Yields the product CC(C)c1ccc(S(=O)(=O)Nc2nc(-c3cccc([N+](=O)[O-])c3)cs2)nc1. As a reaction SMILES: [CH:17]([CH3:18])([CH3:19])[c:20]1[cH:21][cH:22][c:23]([S:26](=[O:27])(=[O:28])[Cl:29])[n:24][cH:25]1.[ClH:1].[ClH:30].[N+:2](=[O:3])([O-:4])[c:5]1[cH:6][c:7](-[c:11]2[n:12][c:13]([NH2:16])[s:14][cH:15]2)[cH:8][cH:9][cH:10]1.[cH:31]1[cH:32][cH:33][n:34][cH:35][cH:36]1>>[N+:2](=[O:3])([O-:4])[c:5]1[cH:6][c:7](-[c:11]2[n:12][c:13]([NH:16][S:26]([c:23]3[cH:22][cH:21][c:20]([CH:17]([CH3:18])[CH3:19])[cH:25][n:24]3)(=[O:27])=[O:28])[s:14][cH:15]2)[cH:8][cH:9][cH:10]1. The reactants are CC1CN(C(=O)OC(C)(C)C)CCN1c1nc(-c2ccccc2)ns1, CO, Cl. The product is CC1CNCCN1c1nc(-c2ccccc2)ns1, Cl. As a reaction SMILES: [CH3:1][CH:2]1[CH2:3][N:4]([C:19]([O:20][C:21]([CH3:22])([CH3:23])[CH3:24])=[O:25])[CH2:5][CH2:6][N:7]1[c:8]1[n:9][c:10](-[c:13]2[cH:14][cH:15][cH:16][cH:17][cH:18]2)[n:11][s:12]1.[CH3:27][OH:28].[ClH:26]>>[CH3:1][CH:2]1[CH2:3][NH:4][CH2:5][CH2:6][N:7]1[c:8]1[n:9][c:10](-[c:13]2[cH:14][cH:15][cH:16][cH:17][cH:18]2)[n:11][s:12]1.[ClH:26]. Starting materials: C(CCC)[Li] (n-butyllithium), BrC1=CC(=C(C=C1)F)Br (1,3-Dibromo-4-fluorobenzene), N=1OCC2C1COCC2 ((±)-3,3a,4,5-tetrahydro-7H-pyrano[3,4-c]isoxazole). Solvent: C1(=CC=CC=C1)C.C1CCOC1 (toluene THF), mixture, C1(=CC=CC=C1)C.C1CCOC1 (toluene THF). Run at temperature -78 celsius, time 1 hour. Product: BrC=1C=CC(=C(C1)[C@@]12NOC[C@@H]1CCOC2)F ((±)-(3aR*,7aS*)-7a-(5-bromo-2-fluorophenyl)-hexahydropyrano[3,4-c]isoxazole). Reaction SMILES: [Br:1][C:2]1[CH:7]=[CH:6][C:5]([F:8])=[C:4](Br)[CH:3]=1.C([Li])CCC.[N:15]1[O:16][CH2:17][CH:18]2[CH2:23][CH2:22][O:21][CH2:20][C:19]=12>C1(C)C=CC=CC=1.C1COCC1>[Br:1][C:2]1[CH:7]=[CH:6][C:5]([F:8])=[C:4]([C@:19]23[CH2:20][O:21][CH2:22][CH2:23][C@H:18]2[CH2:17][O:16][NH:15]3)[CH:3]=1 |f:3.4|. Procedure: 1,3-Dibromo-4-fluorobenzene (837 mg) was dissolved in a toluene-THF (10:1) mixture (15 ml). The mixture was cooled to −78° C. and n-butyllithium (2.64 M, 1.19 ml) was added dropwise. After stirring at the same temperature for one hour, a solution of (±)-3,3a,4,5-tetrahydro-7H-pyrano[3,4-c]isoxazole obtained in Preparation Example 1-(2) (200 mg) in toluene-THF (10:1) (5.0 ml) and a boron trifluoride-diethyl ether complex (394 μl) were added dropwise at the same time. After stirring at the same te...